Dataset: the Open Reaction Database (ORD), a public repository of structured organic reaction records. Task: describe an organic reaction: reactants, conditions, products, and yield Starting materials: ClC1=CC(=NC2=CC=CC=C12)C1=CC=2CCCCC2C=C1 (4-chloro-2-(5,6,7,8-tetrahydro-naphthalen-2-yl)-quinoline), C(O)CN (ethanolamine). Yields the product Cl.C1=C(C=CC=2CCCCC12)C1=NC2=CC=CC=C2C(=C1)NCCO (2-[2-(5,6,7,8-Tetrahydro-naphthalen-2-yl)-quinolin-4-ylamino]-ethanol hydrochloride). As a reaction SMILES: [Cl:1][C:2]1[C:11]2[C:6](=[CH:7][CH:8]=[CH:9][CH:10]=2)[N:5]=[C:4]([C:12]2[CH:21]=[CH:20][C:19]3[CH2:18][CH2:17][CH2:16][CH2:15][C:14]=3[CH:13]=2)[CH:3]=1.[CH2:22]([CH2:24][NH2:25])[OH:23]>>[ClH:1].[CH:13]1[C:14]2[CH2:15][CH2:16][CH2:17][CH2:18][C:19]=2[CH:20]=[CH:21][C:12]=1[C:4]1[CH:3]=[C:2]([NH:25][CH2:24][CH2:22][OH:23])[C:11]2[C:6](=[CH:7][CH:8]=[CH:9][CH:10]=2)[N:5]=1 |f:2.3|. Reported procedure: The title compound, m.p. 250-252° C. and MS: m/e=319.4 (M+H+), was prepared from 4-chloro-2-(5,6,7,8-tetrahydro-naphthalen-2-yl)-quinoline and ethanolamine. Reactants: O=C([O-])[O-], CN(C)C=O, Cl, O=C1CCc2cc(OC3CCNCC3)ccc2N1c1ccc(F)cc1, CC(C)I, [K+], [K+], O. Product: CC(C)N1CCC(Oc2ccc3c(c2)CCC(=O)N3c2ccc(F)cc2)CC1. As a reaction SMILES: [C:27](=[O:28])([O-:29])[O-:30].[CH3:37][N:38]([CH3:39])[CH:40]=[O:41].[ClH:1].[F:2][c:3]1[cH:4][cH:5][c:6]([N:9]2[C:10](=[O:26])[CH2:11][CH2:12][c:13]3[cH:14][c:15]([O:19][CH:20]4[CH2:21][CH2:22][NH:23][CH2:24][CH2:25]4)[cH:16][cH:17][c:18]32)[cH:7][cH:8]1.[I:33][CH:34]([CH3:35])[CH3:36].[K+:31].[K+:32].[OH2:42]>>[F:2][c:3]1[cH:4][cH:5][c:6]([N:9]2[C:10](=[O:26])[CH2:11][CH2:12][c:13]3[cH:14][c:15]([O:19][CH:20]4[CH2:21][CH2:22][N:23]([CH:34]([CH3:35])[CH3:36])[CH2:24][CH2:25]4)[cH:16][cH:17][c:18]32)[cH:7][cH:8]1. Starting materials: [O-]P(=O)([O-])[O-].[K+].[K+].[K+] (K3PO4), C(C)OC(=O)C1=NN(C(=C1C)C1=CC(=CC=C1)Br)C (5-(3-bromo-phenyl)-1,4-dimethyl-1H-pyrazole-3-carboxylic acid ethyl ester), O1C2=C(C=C1B(O)O)C=CC=C2 (benzo[b]furan-2-boronic acid). The product is C(C)OC(=O)C1=NN(C(=C1C)C1=C(C=CC=C1)C1=CC2=C(O1)C=CC=C2)C (5-(3-benzofuran-2-yl-phenyl)-1,4-dimethyl-1H-pyrazole-3-carboxylic acid ethyl ester). Isolated yield 73.0%. RXN SMILES: [O-]P([O-])([O-])=O.[K+].[K+].[K+].[CH2:9]([O:11][C:12]([C:14]1[C:18]([CH3:19])=[C:17]([C:20]2[CH:25]=[CH:24][CH:23]=[C:22](Br)[CH:21]=2)[N:16]([CH3:27])[N:15]=1)=[O:13])[CH3:10].[O:28]1[C:32](B(O)O)=[CH:31][C:30]2[CH:36]=[CH:37][CH:38]=[CH:39][C:29]1=2>>[CH2:9]([O:11][C:12]([C:14]1[C:18]([CH3:19])=[C:17]([C:20]2[CH:25]=[CH:24][CH:23]=[CH:22][C:21]=2[C:32]2[O:28][C:29]3[CH:39]=[CH:38][CH:37]=[CH:36][C:30]=3[CH:31]=2)[N:16]([CH3:27])[N:15]=1)=[O:13])[CH3:10] |f:0.1.2.3|. Procedure details: In analogy to the procedure described in Example 14C] but with 2.8 eq of K3PO4, 5-(3-bromo-phenyl)-1,4-dimethyl-1H-pyrazole-3-carboxylic acid ethyl ester and benzo[b]furan-2-boronic acid gave 5-(3-benzofuran-2-yl-phenyl)-1,4-dimethyl-1H-pyrazole-3-carboxylic acid ethyl ester in 73% yield as light brown foam. MS: 361.4 (MH+). Reagents/catalysts: C=1C=CC(=CC1)[P](C=2C=CC=CC2)(C=3C=CC=CC3)[Pd]([P](C=4C=CC=CC4)(C=5C=CC=CC5)C=6C=CC=CC6)([P](C=7C=CC=CC7)(C=8C=CC=CC8)C=9C=CC=CC9)[P](C=1C=CC=CC1)(C=1C=CC=CC1)C=1C=CC=CC1 (Pd(PPh3)4). Starting materials: Cl (HCl), ClC1=C(C(=CC=C1F)OC)[C@@H](C)C1=CNC2=NC=C(C=C21)B2OC(C(O2)(C)C)(C)C (3-[(S)-1-(2-chloro-3-fluoro-6-methoxyphenyl)-ethyl]-5-(4,4,5,5-tetramethyl-[1,3,2]dioxaborolan-2-yl)-1H-pyrrolo[2,3-b]pyridine), [Si](C)(C)(C(C)(C)C)O[C@@H]1CC[C@H](CC1)N1N=C(C(=C1C)I)C (1-(trans-4-{[tert-butyl(dimethyl)silyl]oxy}cyclohexyl)-4-iodo-3,5-dimethyl-1H-pyrazole), C(=O)(O)[O-].[Na+] (NaHCO3). Yields the product ClC1=C(C(=CC=C1F)OC)[C@@H](C)C1=CNC2=NC=C(C=C21)C=2C(=NN(C2C)[C@@H]2CC[C@H](CC2)O)C (trans-4-(4-{3-[(1S)-1-(2-Chloro-3-fluoro-6-methoxyphenyl)ethyl]-1H-pyrrolo[2,3-b]pyridin-5-yl}-3,5-dimethyl-1H-pyrazol-1-yl)cyclohexanol). Run in O (H2O), O1CCOCC1 (dioxane), O (water). Conditions: time 1 hour. Procedure: A mixture of 3-[(S)-1-(2-chloro-3-fluoro-6-methoxyphenyl)-ethyl]-5-(4,4,5,5-tetramethyl-[1,3,2]dioxaborolan-2-yl)-1H-pyrrolo[2,3-b]pyridine (30.0 mg, 0.0696 mmol), 1-(trans-4-{[tert-butyl(dimethyl)silyl]oxy}cyclohexyl)-4-iodo-3,5-dimethyl-1H-pyrazole (60.5 mg, 0.139 mmol), Pd(PPh3)4 (4.02 mg, 0.00348 mmol), NaHCO3 (17.6 mg, 0.209 mmol) and 4:1 dioxane:water was heated to 80° C. overnight. 2 M of HCl in H2O (0.5 mL, 1 mmol) was added, and the solution was stirred at rt for 1 h. The material was c... As a reaction SMILES: [Cl:1][C:2]1[C:7]([F:8])=[CH:6][CH:5]=[C:4]([O:9][CH3:10])[C:3]=1[C@H:11]([C:13]1[C:21]2[C:16](=[N:17][CH:18]=[C:19](B3OC(C)(C)C(C)(C)O3)[CH:20]=2)[NH:15][CH:14]=1)[CH3:12].[Si]([O:38][C@H:39]1[CH2:44][CH2:43][C@H:42]([N:45]2[C:49]([CH3:50])=[C:48](I)[C:47]([CH3:52])=[N:46]2)[CH2:41][CH2:40]1)(C(C)(C)C)(C)C.C([O-])(O)=O.[Na+].Cl>C1C=CC([P]([Pd]([P](C2C=CC=CC=2)(C2C=CC=CC=2)C2C=CC=CC=2)([P](C2C=CC=CC=2)(C2C=CC=CC=2)C2C=CC=CC=2)[P](C2C=CC=CC=2)(C2C=CC=CC=2)C2C=CC=CC=2)(C2C=CC=CC=2)C2C=CC=CC=2)=CC=1.O.O1CCOCC1>[Cl:1][C:2]1[C:7]([F:8])=[CH:6][CH:5]=[C:4]([O:9][CH3:10])[C:3]=1[C@H:11]([C:13]1[C:21]2[C:16](=[N:17][CH:18]=[C:19]([C:48]3[C:47]([CH3:52])=[N:46][N:45]([C@H:42]4[CH2:43][CH2:44][C@H:39]([OH:38])[CH2:40][CH2:41]4)[C:49]=3[CH3:50])[CH:20]=2)[NH:15][CH:14]=1)[CH3:12] |f:2.3,^1:62,64,83,102|. Starting materials: O=C([O-])[O-], O=C(Cl)OCc1ccccc1, ClCCl, [K+], [K+], NCCCCCCO, O. Yields the product O=C(NCCCCCCO)OCc1ccccc1. RXN SMILES: [C:9](=[O:10])([O-:11])[O-:12].[CH2:15]([c:16]1[cH:17][cH:18][cH:19][cH:20][cH:21]1)[O:22][C:23](=[O:24])[Cl:25].[Cl:27][CH2:28][Cl:29].[K+:13].[K+:14].[NH2:1][CH2:2][CH2:3][CH2:4][CH2:5][CH2:6][CH2:7][OH:8].[OH2:26]>>[NH:1]([CH2:2][CH2:3][CH2:4][CH2:5][CH2:6][CH2:7][OH:8])[C:23]([O:22][CH2:15][c:16]1[cH:17][cH:18][cH:19][cH:20][cH:21]1)=[O:24]. The reactants are ClC1=NC=C(C(=N1)Cl)F (2,4-dichloro-5-fluoropyrimidine), Cl (HCl), COC(=O)C=1C=C(N)C=CC1OC (3-methyloxycarbonyl-4-methoxyaniline), ClC1=NC=C(C(=N1)Cl)F (2,4-dichloro-5-fluoropyrimidine), N#N (N2). Run in O (H2O), CO (MeOH), O (H2O). Conditions: temperature 60 celsius, time 30 minute. Product: ClC1=NC=C(C(=N1)NC1=CC(=C(C=C1)OC)C(=O)OC)F (2-chloro-5-fluoro-N4-(3-methyloxycarbonyl-4-methoxyphenyl)-4-pyrimidineamine). RXN SMILES: [Cl:1][C:2]1[N:7]=[C:6](Cl)[C:5]([F:9])=[CH:4][N:3]=1.N#N.[CH3:12][O:13][C:14]([C:16]1[CH:17]=[C:18]([CH:20]=[CH:21][C:22]=1[O:23][CH3:24])[NH2:19])=[O:15].Cl>O.CO>[Cl:1][C:2]1[N:7]=[C:6]([NH:19][C:18]2[CH:20]=[CH:21][C:22]([O:23][CH3:24])=[C:16]([C:14]([O:13][CH3:12])=[O:15])[CH:17]=2)[C:5]([F:9])=[CH:4][N:3]=1. Procedure: The reaction flask equipped with a magnetic stirring bar and a rubber septum (to prevent loss of 2,4-dichloro-5-fluoropyrimidine and N2 inlet was charged with 3-methyloxycarbonyl-4-methoxyaniline (0.88 g, 4.86 mmol), MeOH (3 mL), H2O (7 mL) and 2,4-dichloro-5-fluoropyrimidine (0.81 g, 4.86 mmol). The reaction mixture was stirred at 60° C. for 30 min., diluted with H2O (50 mL), acidified with 2N HCl (6 mL) and sonicated. The solid obtained was filtered, washed with H2O and dried to produce 2-chlo... Reactants: ClCCl, COCOc1ccc(C(=O)O)cc1, CN(C)c1ccncc1, C(=NC1CCCCC1)=NC1CCCCC1, C=Cc1cc(I)ccc1O. The product is C=Cc1cc(I)ccc1OC(=O)c1ccc(OCOC)cc1. RXN SMILES: [CH2:39]([Cl:40])[Cl:41].[CH3:11][O:12][CH2:13][O:14][c:15]1[cH:16][cH:17][c:18]([C:19](=[O:20])[OH:21])[cH:22][cH:23]1.[CH3:42][N:43]([c:44]1[cH:45][cH:46][n:47][cH:48][cH:49]1)[CH3:50].[CH:24]1([N:25]=[C:26]=[N:27][CH:28]2[CH2:29][CH2:30][CH2:31][CH2:32][CH2:33]2)[CH2:34][CH2:35][CH2:36][CH2:37][CH2:38]1.[OH:1][c:2]1[c:3]([CH:4]=[CH2:5])[cH:6][c:7]([I:10])[cH:8][cH:9]1>>[O:1]([c:2]1[c:3]([CH:4]=[CH2:5])[cH:6][c:7]([I:10])[cH:8][cH:9]1)[C:19]([c:18]1[cH:17][cH:16][c:15]([O:14][CH2:13][O:12][CH3:11])[cH:23][cH:22]1)=[O:20]. The reactants are O([Na])Br (NaOBr), [Na] (sodium), BrBr (bromine), C(C1=CC=CC=C1)(=O)O (benzoic acid), [OH-].[Na+] (NaOH), CC(=O)C1=CC(=C(C=C1)OC)F (3-fluoro-4-methoxyacetophenone), O([Na])Br (NaOBr), CC(=O)C1=CC(=C(C=C1)OC)F (3-fluoro-4-methoxyacetophenone), BrBr (bromine). Run in O (water), O (water), O (water), O1CCOCC1 (dioxane), O1CCOCC1 (dioxane). Product: O([Na])Br (NaOBr), FC=1C=C(C(=O)O)C=CC1OC (3-fluoro-4-methoxybenzoic acid). As a reaction SMILES: C[C:2]([C:4]1[CH:9]=[CH:8][C:7]([O:10][CH3:11])=[C:6]([F:12])[CH:5]=1)=[O:3].[O:13]([Br:15])[Na:14].[OH-].[Na+].BrBr.C(O)(=[O:27])C1C=CC=CC=1.[Na]>O1CCOCC1.O>[O:13]([Br:15])[Na:14].[F:12][C:6]1[CH:5]=[C:4]([CH:9]=[CH:8][C:7]=1[O:10][CH3:11])[C:2]([OH:3])=[O:27] |f:2.3,^1:28|. Procedure: 3-fluoro-4-methoxyacetophenone (11.5 g) was dissolved in 100 ml dioxane and NaOBr solution (as prepared below) was added dropwise, with constant stirring with a stir bar at room temperature. The NaOBr solution was prepared by dissolving 40 g of NaOH in 500 ml of water, cooling to 0° C. in an ice bath, and adding bromine (12.5 ml) dropwise while stirring with stir bar; bromine was added slowly so that the reaction mixture did not exceed 5° C. After overnight stirring of the 3-fluoro-4-methoxyacet... The reactants are [Br-], [Br-], [Br-], CC(=O)Nc1ccc(C(C)=O)c(OCc2ccccc2)c1, C1CCOC1, C[N+](C)(C)c1ccccc1, C[N+](C)(C)c1ccccc1, C[N+](C)(C)c1ccccc1. Yields the product CC(=O)Nc1ccc(C(=O)C(Br)Br)c(OCc2ccccc2)c1. As a reaction SMILES: [Br-:1].[Br-:2].[Br-:3].[C:34]([CH3:35])(=[O:36])[c:37]1[c:38]([O:47][CH2:48][c:49]2[cH:50][cH:51][cH:52][cH:53][cH:54]2)[cH:39][c:40]([NH:43][C:44]([CH3:45])=[O:46])[cH:41][cH:42]1.[CH2:55]1[O:56][CH2:57][CH2:58][CH2:59]1.[c:14]1([N+:15]([CH3:16])([CH3:17])[CH3:18])[cH:19][cH:20][cH:21][cH:22][cH:23]1.[c:24]1([N+:25]([CH3:26])([CH3:27])[CH3:28])[cH:29][cH:30][cH:31][cH:32][cH:33]1.[c:4]1([N+:5]([CH3:6])([CH3:7])[CH3:8])[cH:9][cH:10][cH:11][cH:12][cH:13]1>>[Br:1][CH:35]([Br:2])[C:34](=[O:36])[c:37]1[c:38]([O:47][CH2:48][c:49]2[cH:50][cH:51][cH:52][cH:53][cH:54]2)[cH:39][c:40]([NH:43][C:44]([CH3:45])=[O:46])[cH:41][cH:42]1. Reactants: CCCCCC(C)(O)CC=C1CCC(O)C1CCCCCCC(=O)OCC, COCCOC, CCOCC, [Cl-], [K+], [Na+], [OH-], O. Yields the product CCCCCC(C)(O)CC=C1CCC(O)C1CCCCCCC(=O)O. Reaction SMILES: [CH2:1]([CH3:2])[O:3][C:4]([CH2:5][CH2:6][CH2:7][CH2:8][CH2:9][CH2:10][CH:11]1[CH:12]([OH:26])[CH2:13][CH2:14][C:15]1=[CH:16][CH2:17][C:18]([CH2:19][CH2:20][CH2:21][CH2:22][CH3:23])([CH3:24])[OH:25])=[O:27].[CH3:28][O:29][CH2:30][CH2:31][O:32][CH3:33].[CH3:38][CH2:39][O:40][CH2:41][CH3:42].[Cl-:36].[K+:35].[Na+:37].[OH-:34].[OH2:43]>>[O:3]=[C:4]([CH2:5][CH2:6][CH2:7][CH2:8][CH2:9][CH2:10][CH:11]1[CH:12]([OH:26])[CH2:13][CH2:14][C:15]1=[CH:16][CH2:17][C:18]([CH2:19][CH2:20][CH2:21][CH2:22][CH3:23])([CH3:24])[OH:25])[OH:27].